From a dataset of the Open Reaction Database (ORD), a public repository of structured organic reaction records. describe an organic reaction: reactants, conditions, products, and yield Reactants: C(#N)[BH3-].[Na+] (sodium cyanoborohydride), C(C)(C)OC=1C=C(C(=O)NC2=NC=C(C=C2)C(=O)O)C=C(C1)C(=O)O (2-(3-isopropyloxy-5-carboxy-benzoyl) amino-5-pyridine carboxylic acid), 4A, FC1=C(CN)C=CC=C1 (2-fluorobenzylamine). Run in CO (MeOH). The product is C(C)(C)OC=1C=C(C(=O)NC2=NC=C(C=C2)C(=O)O)C=C(C1)CNCC1=C(C=CC=C1)F (2-[3-isopropyloxy-5-{(2-fluorobenzylamino)methyl}benzoylamino]-5-pyridine Carboxylic Acid). Yield: 76.0%. RXN SMILES: [CH:1]([O:4][C:5]1[CH:6]=[C:7]([CH:20]=[C:21]([C:23](O)=O)[CH:22]=1)[C:8]([NH:10][C:11]1[CH:16]=[CH:15][C:14]([C:17]([OH:19])=[O:18])=[CH:13][N:12]=1)=[O:9])([CH3:3])[CH3:2].[F:26][C:27]1[CH:34]=[CH:33][CH:32]=[CH:31][C:28]=1[CH2:29][NH2:30].C([BH3-])#N.[Na+]>CO>[CH:1]([O:4][C:5]1[CH:6]=[C:7]([CH:20]=[C:21]([CH2:23][NH:30][CH2:29][C:28]2[CH:31]=[CH:32][CH:33]=[CH:34][C:27]=2[F:26])[CH:22]=1)[C:8]([NH:10][C:11]1[CH:16]=[CH:15][C:14]([C:17]([OH:19])=[O:18])=[CH:13][N:12]=1)=[O:9])([CH3:2])[CH3:3] |f:2.3|. Reported procedure: 2-(3-isopropyloxy-5-carboxy-benzoyl) amino-5-pyridine carboxylic acid (0.10 g, 0.30 mM), 4A molecular sieves (0.3 g) and 2-fluorobenzylamine were stirred in MeOH at ambient temperature for 2 hrs then sodium cyanoborohydride (0.023 g, 0.36 mM) added. After a further 2 hrs the reaction mixture was filtered, residue washed with MeOH and the filtrate concentrated in vacuo. Water was added, then acidified with 2M HCl to precipitate a colourless solid which was filtered, washed with water and dried un... Starting materials: aqueous solution, [OH-].[Na+] (sodium hydroxide), C(C1=CC=CC=C1)OC1=C(C(=O)OC)C=C(C=C1)C1=CN=CO1 (methyl 2-(benzyloxy)-5-(oxazol-5-yl)benzoate). Run in O1CCOCC1 (dioxane). Conditions: time 40 minute. The product is C(C1=CC=CC=C1)OC1=C(C(=O)O)C=C(C=C1)C1=CN=CO1 (2-(benzyloxy)-5-(oxazol-5-yl)benzoic acid). The yield is 87.6%. Reaction SMILES: [OH-].[Na+].[CH2:3]([O:10][C:11]1[CH:20]=[CH:19][C:18]([C:21]2[O:25][CH:24]=[N:23][CH:22]=2)=[CH:17][C:12]=1[C:13]([O:15]C)=[O:14])[C:4]1[CH:9]=[CH:8][CH:7]=[CH:6][CH:5]=1>O1CCOCC1>[CH2:3]([O:10][C:11]1[CH:20]=[CH:19][C:18]([C:21]2[O:25][CH:24]=[N:23][CH:22]=2)=[CH:17][C:12]=1[C:13]([OH:15])=[O:14])[C:4]1[CH:5]=[CH:6][CH:7]=[CH:8][CH:9]=1 |f:0.1|. Procedure details: A 2 mol/L aqueous solution of sodium hydroxide (4.5 mL) was added to a dioxane (5 mL) solution of the obtained methyl 2-(benzyloxy)-5-(oxazol-5-yl)benzoate (0.55 g), followed by stirring at room temperature for 2 hours and 40 minutes. The solvent was evaporated under reduced pressure, and water was added to the residue. After adjusting the pH to 4.0 with 6 mol/L hydrochloric acid, the solid substance was collected by filtration to obtain 0.46 g of 2-(benzyloxy)-5-(oxazol-5-yl)benzoic acid as a l... Product: CN1N=C2N(C=C(C(C2=C1)=O)C(=O)OCC)CCC(C)C (4,7-dihydro-2-methyl-7-(3-methylbutyl)-4-oxo-2H-pyrazolo[3,4-b]pyridine-5-carboxylic acid, ethyl ester). As a reaction SMILES: [OH:1][C:2]1[C:3]2[C:4](=[N:13][N:14]([CH3:16])[CH:15]=2)[N:5]=[CH:6][C:7]=1[C:8]([O:10][CH2:11][CH3:12])=[O:9].Br[CH2:18][CH2:19][CH:20]([CH3:22])[CH3:21].C(=O)([O-])[O-].[K+].[K+]>CN(C)C=O>[CH3:16][N:14]1[CH:15]=[C:3]2[C:4]([N:5]([CH2:18][CH2:19][CH:20]([CH3:22])[CH3:21])[CH:6]=[C:7]([C:8]([O:10][CH2:11][CH3:12])=[O:9])[C:2]2=[O:1])=[N:13]1 |f:2.3.4|. Reactants: OC=1C=2C(N=CC1C(=O)OCC)=NN(C2)C (4-hydroxy-2-methyl-2H-pyrazolo[3,4-b]pyridine-5-carboxylic acid, ethyl ester), BrCCC(C)C (1-bromo-3-methylbutane), C([O-])([O-])=O.[K+].[K+] (potassium carbonate). Procedure details: 22.1 g. of 4-hydroxy-2-methyl-2H-pyrazolo[3,4-b]pyridine-5-carboxylic acid, ethyl ester (0.1 mol.), 17 g. of 1-bromo-3-methylbutane and 21 g. of potassium carbonate are heated together with stirring in 100 ml. of dimethylformamide at 100° for 12 hours. The mixture is filtered hot, evaporated to dryness and the residue recrystallized from ethyl acetate to obtain 4,7-dihydro-2-methyl-7-(3-methylbutyl)-4-oxo-2H-pyrazolo[3,4-b]pyridine-5-carboxylic acid, ethyl ester, yield (63%); m.p. 105°-106°. The solvent is CN(C=O)C (dimethylformamide). The reactants are CO, CCOC(=O)C(C)(C)C(=O)c1ccccc1Cl, O. Product: CCOC(=O)C(C)(C)C(O)c1ccccc1Cl. RXN SMILES: [CH3:18][OH:19].[CH3:1][C:2]([C:3](=[O:4])[O:5][CH2:6][CH3:7])([CH3:8])[C:9]([c:10]1[c:11]([Cl:16])[cH:12][cH:13][cH:14][cH:15]1)=[O:17].[OH2:20]>>[CH3:1][C:2]([C:3](=[O:4])[O:5][CH2:6][CH3:7])([CH3:8])[CH:9]([c:10]1[c:11]([Cl:16])[cH:12][cH:13][cH:14][cH:15]1)[OH:17]. Starting materials: C(C)OC(C1=CC(=C(C(=C1)C1=CC(=CC=C1)C=O)OCOC)C1=CC(=CC=C1)C=O)=O (3,5-bis-(3-formylphenyl)-4-methoxymethoxybenzoic acid ethyl ester), [OH-].[K+] (KOH). Solvent: Cl (HCl), O (water), CO (MeOH), O (H2O). Yields the product C(=O)C=1C=C(C=CC1)C=1C=C(C(=O)O)C=C(C1OCOC)C1=CC(=CC=C1)C=O (3,5-Bis-(3-formylphenyl)-4-methoxymethoxybenzoic acid). Yield: 78.5%. As a reaction SMILES: C([O:3][C:4](=[O:31])[C:5]1[CH:10]=[C:9]([C:11]2[CH:16]=[CH:15][CH:14]=[C:13]([CH:17]=[O:18])[CH:12]=2)[C:8]([O:19][CH2:20][O:21][CH3:22])=[C:7]([C:23]2[CH:28]=[CH:27][CH:26]=[C:25]([CH:29]=[O:30])[CH:24]=2)[CH:6]=1)C.[OH-].[K+]>CO.Cl.O>[CH:17]([C:13]1[CH:12]=[C:11]([C:9]2[CH:10]=[C:5]([CH:6]=[C:7]([C:23]3[CH:28]=[CH:27][CH:26]=[C:25]([CH:29]=[O:30])[CH:24]=3)[C:8]=2[O:19][CH2:20][O:21][CH3:22])[C:4]([OH:31])=[O:3])[CH:16]=[CH:15][CH:14]=1)=[O:18] |f:1.2|. Reported procedure: To a solution of 3,5-bis-(3-formylphenyl)-4-methoxymethoxybenzoic acid ethyl ester (960 mg, 2.12 mmol) in 3 mL MeOH was added 3 mL H2O and solid KOH (179 mg, 3.18 mmol). The reaction was refluxed for 5 to 6 hours then the cooled reaction mixture was diluted with 2N HCl and water. The aqueous solution was extracted with EtOAc (3×) and the combined organic layers were dried over Na2SO4. The solvent was removed in vacuo to give an oil that was flash chromatographed (10% MeOH:90% EtOAc) on silica ge... The reactants are CCOC(=O)c1cnc(Cl)nc1C(F)(F)F, OB(O)c1ccc(OC(F)(F)F)cc1. Yields the product CCOC(=O)c1cnc(-c2ccc(OC(F)(F)F)cc2)nc1C(F)(F)F. RXN SMILES: [Cl:1][c:2]1[n:3][cH:4][c:5]([C:12](=[O:13])[O:14][CH2:15][CH3:16])[c:6]([C:8]([F:9])([F:10])[F:11])[n:7]1.[F:17][C:18]([O:19][c:20]1[cH:21][cH:22][c:23]([B:26]([OH:27])[OH:28])[cH:24][cH:25]1)([F:29])[F:30]>>[c:2]1(-[c:23]2[cH:22][cH:21][c:20]([O:19][C:18]([F:17])([F:29])[F:30])[cH:25][cH:24]2)[n:3][cH:4][c:5]([C:12](=[O:13])[O:14][CH2:15][CH3:16])[c:6]([C:8]([F:9])([F:10])[F:11])[n:7]1. Reaction conditions: temperature 105 celsius, time 2 hour. Isolated yield 65.0%. Product: CC(CN)C(CCN)(C)C (2,3,3-trimethyl pentamethylene diamine). Run in C(C)O (ethanol). Reactants: [H][H] (hydrogen), [H][H] (hydrogen), [H][H] (hydrogen), N (ammonia), [H][H] (hydrogen), CC(C#N)C(CC#N)(C)C (2,3,3-trimethylglutaronitrile), [H][H] (hydrogen). Procedure details: After scavenging with nitrogen and then with hydrogen, commercial hydrogen is introduced under a pressure of 170 atm and then the autoclave is heated to about 105° C. for six hours. Thereafter the autoclave is cooled, the pressure is released and the autoclave is charged with a solution of 68 grams of 2,3,3-trimethylglutaronitrile dissolved in 30 mls abs. ethanol, the scavenging with nitrogen is repeated, there are charged 160 grams of anhydrous ammonia and finally commercial hydrogen is introdu... Reaction SMILES: [H][H].[CH3:3][CH:4]([C:7]([CH3:12])([CH3:11])[CH2:8][C:9]#[N:10])[C:5]#[N:6].N>C(O)C>[CH3:3][CH:4]([C:7]([CH3:12])([CH3:11])[CH2:8][CH2:9][NH2:10])[CH2:5][NH2:6]. Starting materials: C1(=CC=CC=C1)N1N=NN=C1CCCCC(=O)O (5-(1-phenyl-1,2,3,4-tetrazol-5-yl)valeric acid). The solvent is S(=O)(Cl)Cl (Thionyl chloride). Run at time 1 hour. Yields the product C(C)N(C(CCCCC1=NN=NN1C1=CC=CC=C1)=O)CC (N,N-diethyl-5-(1-phenyl-1,2,3,4-tetrazol-5-yl)valeramide). Isolated yield 190.7%. Reaction SMILES: [C:1]1([N:7]2[C:11]([CH2:12][CH2:13][CH2:14][CH2:15][C:16]([OH:18])=O)=[N:10][N:9]=[N:8]2)[CH:6]=[CH:5][CH:4]=[CH:3][CH:2]=1>S(Cl)(Cl)=O>[CH2:1]([N:7]([CH2:11][CH3:12])[C:16](=[O:18])[CH2:15][CH2:14][CH2:13][CH2:12][C:11]1[N:7]([C:1]2[CH:2]=[CH:3][CH:4]=[CH:5][CH:6]=2)[N:8]=[N:9][N:10]=1)[CH3:2]. Procedure details: Thionyl chloride (10 ml) is added to 5-(1-phenyl-1,2,3,4-tetrazol-5-yl)valeric acid (1.8 g) and the mixture is refluxed for 1 hour. After excess thionyl chloride is distilled off under reduced pressure, dry benzene is added to the residue and the remaining small amount of thionyl chloride is removed as the benzene azeotrope. The resulting residue is dissolved in dry pyridine (50 ml) and thereto is added dropwise with stirring N,N-Diethylamine (1.5 g) under ice-cooling. The mixture is stirred at ...